Dataset: the Open Reaction Database (ORD), a public repository of structured organic reaction records. Task: describe an organic reaction: reactants, conditions, products, and yield Reactants: NC1CCCCCC1, CCOC(=O)c1nc(-c2ccc(Cl)cc2Cl)c(-c2ccc(Cl)cc2)n1C. Yields the product Cn1c(C(=O)NC2CCCCCC2)nc(-c2ccc(Cl)cc2Cl)c1-c1ccc(Cl)cc1. RXN SMILES: [CH:1]1([NH2:8])[CH2:2][CH2:3][CH2:4][CH2:5][CH2:6][CH2:7]1.[Cl:9][c:10]1[c:11](-[c:17]2[n:18][c:19]([C:30](=[O:31])[O:32][CH2:33][CH3:34])[n:20]([CH3:29])[c:21]2-[c:22]2[cH:23][cH:24][c:25]([Cl:28])[cH:26][cH:27]2)[cH:12][cH:13][c:14]([Cl:16])[cH:15]1>>[CH:1]1([NH:8][C:30]([c:19]2[n:18][c:17](-[c:11]3[c:10]([Cl:9])[cH:15][c:14]([Cl:16])[cH:13][cH:12]3)[c:21](-[c:22]3[cH:23][cH:24][c:25]([Cl:28])[cH:26][cH:27]3)[n:20]2[CH3:29])=[O:31])[CH2:2][CH2:3][CH2:4][CH2:5][CH2:6][CH2:7]1. Starting materials: COC(=O)Cc1ccc(OCc2ccc(C(C)Nc3nc(-c4ccccc4)cs3)cc2)cc1, CO, Cl, [Na+], C1CCOC1, [OH-], O. The product is CC(Nc1nc(-c2ccccc2)cs1)c1ccc(COc2ccc(CC(=O)O)cc2)cc1. RXN SMILES: [CH3:1][CH:2]([c:3]1[cH:4][cH:5][c:6]([CH2:7][O:8][c:9]2[cH:10][cH:11][c:12]([CH2:15][C:16](=[O:17])[O:18][CH3:19])[cH:13][cH:14]2)[cH:20][cH:21]1)[NH:22][c:23]1[s:24][cH:25][c:26](-[c:28]2[cH:29][cH:30][cH:31][cH:32][cH:33]2)[n:27]1.[CH3:36][OH:37].[ClH:38].[Na+:35].[O:40]1[CH2:41][CH2:42][CH2:43][CH2:44]1.[OH-:34].[OH2:39]>>[CH3:1][CH:2]([c:3]1[cH:4][cH:5][c:6]([CH2:7][O:8][c:9]2[cH:10][cH:11][c:12]([CH2:15][C:16](=[O:17])[OH:18])[cH:13][cH:14]2)[cH:20][cH:21]1)[NH:22][c:23]1[s:24][cH:25][c:26](-[c:28]2[cH:29][cH:30][cH:31][cH:32][cH:33]2)[n:27]1.